From a dataset of the Open Reaction Database (ORD), a public repository of structured organic reaction records. describe an organic reaction: reactants, conditions, products, and yield The reactants are C(#N)CC(=O)C=1SC=CN1 (2-cyanoacetyl thiazole), COC(N(C)C)OC (dimethylformamide dimethylacetal). Yields the product C(#N)C(C(=O)C=1SC=CN1)=CN(C)C (2-Cyano-3-dimethylamino-1-thiazol-2-ylpropen-1-one). As a reaction SMILES: [C:1]([CH2:3][C:4]([C:6]1[S:7][CH:8]=[CH:9][N:10]=1)=[O:5])#[N:2].CO[CH:13](OC)[N:14]([CH3:16])[CH3:15]>>[C:1]([C:3](=[CH:13][N:14]([CH3:16])[CH3:15])[C:4]([C:6]1[S:7][CH:8]=[CH:9][N:10]=1)=[O:5])#[N:2]. Procedure details: 2-Cyano-3-dimethylamino-1-thiazol-2-ylpropen-1-one was prepared from 2-cyanoacetyl thiazole (400 mg,2.94 mmol) and dimethylformamide dimethylacetal (1.5 mL) as a yellow solid, m.p. 126° δH (CDCl3) 8.89 (1H, s), 7.96 (1H, d, J 3.3 Hz), 7.60 (1H, d, J 3.1 Hz), 3.54 (3H, s) and 3.35 (3H, s). RXN SMILES: [CH2:1]([CH3:2])[O:3][C:4](=[O:5])[CH2:6][C:7]1([C:20]([O:21][CH3:22])=[O:23])[CH2:8][N:9]([CH2:14][C:15](=[O:16])[O:17][CH2:18][CH3:19])[CH2:10][CH2:11][C:12]1=[O:13].[CH3:27][N:28]([CH3:29])[CH:30]=[O:31].[Cl-:25].[Li+:24].[OH2:26]>>[CH2:1]([CH3:2])[O:3][C:4](=[O:5])[CH2:6][CH:7]1[CH2:8][N:9]([CH2:14][C:15](=[O:16])[O:17][CH2:18][CH3:19])[CH2:10][CH2:11][C:12]1=[O:13]. Yields the product CCOC(=O)CC1CN(CC(=O)OCC)CCC1=O. Starting materials: CCOC(=O)CN1CCC(=O)C(CC(=O)OCC)(C(=O)OC)C1, CN(C)C=O, [Cl-], [Li+], O.